This data is from the Open Reaction Database (ORD), a public repository of structured organic reaction records. The task is: describe an organic reaction: reactants, conditions, products, and yield The reactants are FC1=C(OC2=CC(=NC=C2)NC(=O)N2CCC(CC2)CN2CCC2)C=CC(=C1)[N+](=O)[O-] (4-(Azetidin-1-ylmethyl)piperidine-1-carboxylic acid [4-(2-fluoro-4-nitrophenoxy)pyridin-2-yl]amide). The reagents and catalysts are [C].[Pd] (palladium carbon). The solvent is O1CCCC1 (tetrahydrofuran), CO (methanol). Conditions: time 5 hour. Product: crude product, NC1=CC(=C(OC2=CC(=NC=C2)NC(=O)N2CCC(CC2)CN2CCC2)C=C1)F (4-(azetidin-1-ylmethyl)piperidine-1-carboxylic acid [4-(4-amino-2-fluorophenoxy)pyridin-2-yl]amide). The yield is 97.7%. RXN SMILES: [F:1][C:2]1[CH:28]=[C:27]([N+:29]([O-])=O)[CH:26]=[CH:25][C:3]=1[O:4][C:5]1[CH:10]=[CH:9][N:8]=[C:7]([NH:11][C:12]([N:14]2[CH2:19][CH2:18][CH:17]([CH2:20][N:21]3[CH2:24][CH2:23][CH2:22]3)[CH2:16][CH2:15]2)=[O:13])[CH:6]=1>O1CCCC1.CO.[C].[Pd]>[NH2:29][C:27]1[CH:26]=[CH:25][C:3]([O:4][C:5]2[CH:10]=[CH:9][N:8]=[C:7]([NH:11][C:12]([N:14]3[CH2:19][CH2:18][CH:17]([CH2:20][N:21]4[CH2:22][CH2:23][CH2:24]4)[CH2:16][CH2:15]3)=[O:13])[CH:6]=2)=[C:2]([F:1])[CH:28]=1 |f:3.4|. Procedure details: 4-(Azetidin-1-ylmethyl)piperidine-1-carboxylic acid [4-(2-fluoro-4-nitrophenoxy)pyridin-2-yl]amide (33 mg) was dissolved in tetrahydrofuran (1 ml) and methanol (1 ml), and then 10% palladium carbon (17 mg) was added thereto, followed by stirring under a hydrogen atmosphere for 5 hrs. The reaction mixture was filtered to remove the catalyst, and the catalyst was washed with methanol. The filtrate was concentrated under reduced pressure to give a crude product of 4-(azetidin-1-ylmethyl)piperidine-... The reactants are C(CCCCCCCCC)OC=1C=CC(=C(C(=O)Cl)C1)OCC1=CC=CC=C1 (5-(decyloxy)-2-(phenylmethoxy)benzoic acid chloride), N(CC(=O)OCC)CC(=O)OCC (diethyl iminodiacetate). Product: C(C)OC(CN(C(C1=C(C=CC(=C1)OCCCCCCCCCC)OCC1=CC=CC=C1)=O)CC(=O)OCC)=O (N-(2-ethoxy-2-oxoethyl)-N-[5-(decyloxy)-2-(phenylmethoxy)benzoyl]glycine ethyl ester). Isolated yield 82.0%. Reaction SMILES: [CH2:1]([O:11][C:12]1[CH:13]=[CH:14][C:15]([O:21][CH2:22][C:23]2[CH:28]=[CH:27][CH:26]=[CH:25][CH:24]=2)=[C:16]([CH:20]=1)[C:17](Cl)=[O:18])[CH2:2][CH2:3][CH2:4][CH2:5][CH2:6][CH2:7][CH2:8][CH2:9][CH3:10].[NH:29]([CH2:36][C:37]([O:39][CH2:40][CH3:41])=[O:38])[CH2:30][C:31]([O:33][CH2:34][CH3:35])=[O:32]>>[CH2:34]([O:33][C:31](=[O:32])[CH2:30][N:29]([CH2:36][C:37]([O:39][CH2:40][CH3:41])=[O:38])[C:17](=[O:18])[C:16]1[CH:20]=[C:12]([O:11][CH2:1][CH2:2][CH2:3][CH2:4][CH2:5][CH2:6][CH2:7][CH2:8][CH2:9][CH3:10])[CH:13]=[CH:14][C:15]=1[O:21][CH2:22][C:23]1[CH:28]=[CH:27][CH:26]=[CH:25][CH:24]=1)[CH3:35]. Reported procedure: The reaction of 5-(decyloxy)-2-(phenylmethoxy)benzoic acid chloride with diethyl iminodiacetate under conditions described in Example 80 gave N-(2-ethoxy-2-oxoethyl)-N-[5-(decyloxy)-2-(phenylmethoxy)benzoyl]glycine ethyl ester (82% yield, mp 37°-38°). Reactants: CCOC([PH2]=O)(c1ccc(N)cc1)P(=O)(OCC)OCC, CCO, CCN(C(C)C)C(C)C, CC(C)n1cnc2c(Cl)nc(I)nc21. Product: CCOC([PH2]=O)(c1ccc(Nc2nc(I)nc3c2ncn3C(C)C)cc1)P(=O)(OCC)OCC. As a reaction SMILES: [CH2:15]([CH3:16])[O:17][P:18]([O:19][CH2:20][CH3:21])(=[O:22])[C:23]([PH2:24]=[O:25])([O:26][CH2:27][CH3:28])[c:29]1[cH:30][cH:31][c:32]([NH2:35])[cH:33][cH:34]1.[CH3:45][CH2:46][OH:47].[CH:36]([N:37]([CH2:38][CH3:39])[CH:40]([CH3:41])[CH3:42])([CH3:43])[CH3:44].[Cl:1][c:2]1[c:3]2[n:4][cH:5][n:6]([CH:12]([CH3:13])[CH3:14])[c:7]2[n:8][c:9]([I:11])[n:10]1>>[c:2]1([NH:35][c:32]2[cH:31][cH:30][c:29]([C:23]([P:18]([O:17][CH2:15][CH3:16])([O:19][CH2:20][CH3:21])=[O:22])([PH2:24]=[O:25])[O:26][CH2:27][CH3:28])[cH:34][cH:33]2)[c:3]2[n:4][cH:5][n:6]([CH:12]([CH3:13])[CH3:14])[c:7]2[n:8][c:9]([I:11])[n:10]1. Starting materials: O1C(=NN=C1)C=1C=CC(=C(C(=N)N)C1)OCCC (5-(1,3,4-Oxadiazol-2-yl)-2-n-propoxybenzamidine), C(C)C(C(=O)OC)C(CC)=O (methyl 2-ethyl-3-oxovalerate). The product is O1C(=NN=C1)C=1C=CC(=C(C1)C1=NC(=C(C(N1)=O)CC)CC)OCCC (2-(5-(1,3,4-Oxadiazol-2-yl)-2-propoxyphenyl)-5,6-diethylpyrimid-4(3H)-one). As a reaction SMILES: [O:1]1[CH:5]=[N:4][N:3]=[C:2]1[C:6]1[CH:7]=[CH:8][C:9]([O:15][CH2:16][CH2:17][CH3:18])=[C:10]([CH:14]=1)[C:11]([NH2:13])=[NH:12].[CH2:19]([CH:21]([C:26](=O)[CH2:27][CH3:28])[C:22](OC)=[O:23])[CH3:20]>>[O:1]1[CH:5]=[N:4][N:3]=[C:2]1[C:6]1[CH:7]=[CH:8][C:9]([O:15][CH2:16][CH2:17][CH3:18])=[C:10]([C:11]2[NH:13][C:22](=[O:23])[C:21]([CH2:19][CH3:20])=[C:26]([CH2:27][CH3:28])[N:12]=2)[CH:14]=1. Reported procedure: The title compound was prepared by reacting the compound of example 8 with methyl 2-ethyl-3-oxovalerate in the same manner as that of example 1. 1H NMR (CDCl3) δ: 8.69 (1H, d), 8.51 (1H, dd), 7.05 (1H, d), 4.14 (2H, t), 2.69 (4H, m), 1.92 (2H, m), 1.31 (3H, t), 1.21 (3H, t), 1.12 (3H, t). Reactants: C1COCCO1, Cl, CC(C)(C)OC(=O)NC1CCC(c2cccc(F)c2F)Cn2c1nnc2C(C)(C)O. The product is CC(C)(O)c1nnc2n1CC(c1cccc(F)c1F)CCC2N. As a reaction SMILES: [CH2:32]1[O:33][CH2:34][CH2:35][O:36][CH2:37]1.[ClH:1].[F:2][c:3]1[c:4]([CH:10]2[CH2:11][CH2:12][CH:13]([NH:24][C:25](=[O:26])[O:27][C:28]([CH3:29])([CH3:30])[CH3:31])[c:14]3[n:15]([c:17]([C:20]([CH3:21])([CH3:22])[OH:23])[n:18][n:19]3)[CH2:16]2)[cH:5][cH:6][cH:7][c:8]1[F:9]>>[F:2][c:3]1[c:4]([CH:10]2[CH2:11][CH2:12][CH:13]([NH2:24])[c:14]3[n:15]([c:17]([C:20]([CH3:21])([CH3:22])[OH:23])[n:18][n:19]3)[CH2:16]2)[cH:5][cH:6][cH:7][c:8]1[F:9].